From a dataset of the Open Reaction Database (ORD), a public repository of structured organic reaction records. describe an organic reaction: reactants, conditions, products, and yield Reactants: CC(C)(C)OC(=O)N1CC1COc1ccc(C#N)cc1, O=C(OCc1ccccc1)N1CC2CNCC2C1, CC(C)O. Product: CC(C)(C)OC(=O)NC(COc1ccc(C#N)cc1)CN1CC2CN(C(=O)OCc3ccccc3)CC2C1. Reaction SMILES: [C:1](#[N:2])[c:3]1[cH:4][cH:5][c:6]([O:7][CH2:8][CH:9]2[N:10]([C:12](=[O:13])[O:14][C:15]([CH3:16])([CH3:17])[CH3:18])[CH2:11]2)[cH:19][cH:20]1.[CH2:21]1[N:22]([C:29](=[O:30])[O:31][CH2:32][c:33]2[cH:34][cH:35][cH:36][cH:37][cH:38]2)[CH2:23][CH:24]2[CH:25]1[CH2:26][NH:27][CH2:28]2.[CH:39]([OH:40])([CH3:41])[CH3:42]>>[C:1](#[N:2])[c:3]1[cH:4][cH:5][c:6]([O:7][CH2:8][CH:9]([NH:10][C:12](=[O:13])[O:14][C:15]([CH3:16])([CH3:17])[CH3:18])[CH2:11][N:27]2[CH2:26][CH:25]3[CH2:21][N:22]([C:29](=[O:30])[O:31][CH2:32][c:33]4[cH:34][cH:35][cH:36][cH:37][cH:38]4)[CH2:23][CH:24]3[CH2:28]2)[cH:19][cH:20]1. Starting materials: C(C)OC(=O)C=1N=C(SC1)N1CC(CCC1)CNC(=O)OCC1=CC=CC=C1 (2-[3-(benzyloxycarbonylamino-methyl)-piperidin-1-yl]-thiazole-4-carboxylic acid ethyl ester), solution, [Li+].[OH-] (LiOH). Solvent: C1CCOC1 (THF). The product is C(C1=CC=CC=C1)OC(=O)NCC1CN(CCC1)C=1SC=C(N1)C(=O)O (2-[3-(Benzyloxycarbonylamino-methyl)-piperidin-1-yl]-thiazole-4-carboxylic acid). As a reaction SMILES: C([O:3][C:4]([C:6]1[N:7]=[C:8]([N:11]2[CH2:16][CH2:15][CH2:14][CH:13]([CH2:17][NH:18][C:19]([O:21][CH2:22][C:23]3[CH:28]=[CH:27][CH:26]=[CH:25][CH:24]=3)=[O:20])[CH2:12]2)[S:9][CH:10]=1)=[O:5])C.[Li+].[OH-]>C1COCC1>[CH2:22]([O:21][C:19]([NH:18][CH2:17][CH:13]1[CH2:14][CH2:15][CH2:16][N:11]([C:8]2[S:9][CH:10]=[C:6]([C:4]([OH:5])=[O:3])[N:7]=2)[CH2:12]1)=[O:20])[C:23]1[CH:28]=[CH:27][CH:26]=[CH:25][CH:24]=1 |f:1.2|. Procedure details: To a stirred solution of 2-[3-(benzyloxycarbonylamino-methyl)-piperidin-1-yl]-thiazole-4-carboxylic acid ethyl ester (439 mg, 1.15 mmol) in THF (5 mL) at RT, a 1M solution of LiOH (aq) (1.72 mL, 1.72 mmol) was added. After 16 h the solvent was evaporated in vacuo. The residue was treated with brine (25 mL) and acidified to pH 1 with 2N HCl (aq) then extracted with EtOAc (30 mL). The organic layer was separated, dried over Na2SO4, filtered and the solvent evaporated in vacuo to yield the title co...